The task is: describe an organic reaction: reactants, conditions, products, and yield. This data is from the Open Reaction Database (ORD), a public repository of structured organic reaction records. The reactants are COC(=O)c1cncc(O)c1, CC(C)O, C(=NC1CCCCC1)=NC1CCCCC1, ClC(Cl)Cl, Cl[Cu], c1ccccc1. Product: COC(=O)c1cncc(OC(C)C)c1. Reaction SMILES: [CH3:20][O:21][C:22]([c:23]1[cH:24][n:25][cH:26][c:27]([OH:29])[cH:28]1)=[O:30].[CH:16]([CH3:17])([CH3:18])[OH:19].[CH:1]1([N:2]=[C:3]=[N:4][CH:5]2[CH2:6][CH2:7][CH2:8][CH2:9][CH2:10]2)[CH2:11][CH2:12][CH2:13][CH2:14][CH2:15]1.[CH:37]([Cl:38])([Cl:39])[Cl:40].[Cu:41][Cl:42].[cH:31]1[cH:32][cH:33][cH:34][cH:35][cH:36]1>>[CH:16]([CH3:17])([CH3:18])[O:19][c:27]1[cH:26][n:25][cH:24][c:23]([C:22]([O:21][CH3:20])=[O:30])[cH:28]1.